This data is from the Open Reaction Database (ORD), a public repository of structured organic reaction records. The task is: describe an organic reaction: reactants, conditions, products, and yield The reactants are O (water), NCCC1=C(C=C(C=C1)C(C)C)NC(C(=O)OCC)=O (ethyl N-[2-(2-aminoethyl)-5-isopropylphenyl]oxalamate), O (water), C([O-])([O-])=O.[K+].[K+] (potassium carbonate), C(#N)C=1C=CC(=C(C1)S(=O)(=O)Cl)OC (5-cyano-2-methoxybenzenesulfonyl chloride). Solvent: O1CCCC1 (tetrahydrofuran). Conditions: time 14 hour. The product is C(#N)C=1C=CC(=C(C1)S(=O)(=O)NCCC1=C(C=C(C=C1)C(C)C)NC(C(=O)OCC)=O)OC (ethyl N-[2-[2-(5-cyano-2-methoxybenzenesulfonylamino)ethyl]-5-isopropylphenyl]oxalamate). Yield: 98.7%. RXN SMILES: [NH2:1][CH2:2][CH2:3][C:4]1[CH:9]=[CH:8][C:7]([CH:10]([CH3:12])[CH3:11])=[CH:6][C:5]=1[NH:13][C:14](=[O:20])[C:15]([O:17][CH2:18][CH3:19])=[O:16].O.C(=O)([O-])[O-].[K+].[K+].[C:28]([C:30]1[CH:31]=[CH:32][C:33]([O:40][CH3:41])=[C:34]([S:36](Cl)(=[O:38])=[O:37])[CH:35]=1)#[N:29]>O1CCCC1>[C:28]([C:30]1[CH:31]=[CH:32][C:33]([O:40][CH3:41])=[C:34]([S:36]([NH:1][CH2:2][CH2:3][C:4]2[CH:9]=[CH:8][C:7]([CH:10]([CH3:12])[CH3:11])=[CH:6][C:5]=2[NH:13][C:14](=[O:20])[C:15]([O:17][CH2:18][CH3:19])=[O:16])(=[O:38])=[O:37])[CH:35]=1)#[N:29] |f:2.3.4|. Procedure: To a solution of 0.125 g of ethyl N-[2-(2-aminoethyl)-5-isopropylphenyl]oxalamate in tetrahydrofuran (4 mL)-water (2 mL) were added successively 0.149 g of potassium carbonate and 0.125 g 5-cyano-2-methoxybenzenesulfonyl chloride, and the mixture was stirred at room temperature for 14 hours. To the reaction mixture was added water, and the mixture was extracted with ethyl acetate. The organic layer was washed with water, and brine, and dried over anhydrous sodium sulfate. The solvent was removed... Starting materials: C(C)(C)(C)OC(=O)N[C@H](C(=O)OCCN1CCN(CC1)CC=1C=NC(=CC1)C1=CC2=NC=CC(=C2S1)OC1=C(C=C(C=C1)NC(=O)NC1CC1)F)C(C)C ((S)-2-(4-((6-(7-(4-(3-cyclopropylureido)-2-fluorophenoxy)thieno[3,2-b]pyridin-2-yl)pyridin-3-yl)methyl)piperazin-1-yl)ethyl 2-(tert-butoxycarbonylamino)-3-methylbutanoate), C(=O)(C(F)(F)F)O (TFA). RXN SMILES: C(OC([NH:8][C@@H:9]([CH:52]([CH3:54])[CH3:53])[C:10]([O:12][CH2:13][CH2:14][N:15]1[CH2:20][CH2:19][N:18]([CH2:21][C:22]2[CH:23]=[N:24][C:25]([C:28]3[S:36][C:35]4[C:30](=[N:31][CH:32]=[CH:33][C:34]=4[O:37][C:38]4[CH:43]=[CH:42][C:41]([NH:44][C:45]([NH:47][CH:48]5[CH2:50][CH2:49]5)=[O:46])=[CH:40][C:39]=4[F:51])[CH:29]=3)=[CH:26][CH:27]=2)[CH2:17][CH2:16]1)=[O:11])=O)(C)(C)C.C(O)(C(F)(F)F)=O>C(Cl)Cl>[NH2:8][C@@H:9]([CH:52]([CH3:54])[CH3:53])[C:10]([O:12][CH2:13][CH2:14][N:15]1[CH2:20][CH2:19][N:18]([CH2:21][C:22]2[CH:23]=[N:24][C:25]([C:28]3[S:36][C:35]4[C:30](=[N:31][CH:32]=[CH:33][C:34]=4[O:37][C:38]4[CH:43]=[CH:42][C:41]([NH:44][C:45]([NH:47][CH:48]5[CH2:49][CH2:50]5)=[O:46])=[CH:40][C:39]=4[F:51])[CH:29]=3)=[CH:26][CH:27]=2)[CH2:17][CH2:16]1)=[O:11]. Run in C(Cl)Cl (DCM). Product: N[C@H](C(=O)OCCN1CCN(CC1)CC=1C=NC(=CC1)C1=CC2=NC=CC(=C2S1)OC1=C(C=C(C=C1)NC(=O)NC1CC1)F)C(C)C ((S)-2-(4-((6-(7-(4-(3-cyclopropylureido)-2-fluorophenoxy)thieno[3,2-b]pyridin-2-yl)pyridin-3-yl)methyl)piperazin-1-yl)ethyl 2-amino-3-methylbutanoate). Reported procedure: A solution of 78 (115 mg. 0.15 mmol) and TFA (2 mL) in DCM (10 mL) was stirred at RT for 3 h. The TFA was removed by co-evaporation with DCM, diluted with a minimum of water, and the pH was adjusted to around 9 with a saturated aqueous solution of sodium bicarbonate (and few drops of 1N NaOH at the end). The aqueous solution was extracted with DCM containing traces of methanol. The organic extract was dried over anhydrous magnesium sulfate, filtered and concentrated. The crude product was purifi... The yield is 33.3%. Starting materials: Cl.C1(=CC=CC=C1)N1CCN(CC1)CCCCN1C(C2=CC=CC=3C2=C(C1=O)C=CC3)=O (2-[4-(4-Phenyl-1-piperazinyl)butyl]-1H-benz[de]isoquinoline-1,3(2H)-dione, hydrochloride), BrCCCCBr (1,4-dibromobutane). Yields the product BrCCCCCCN1C(C2=CC=CC=3C2=C(C1=O)C=CC3)=O (2-(6-bromohexyl)-1H-benz[de]isoquinoline-1,3(2H)-dione). RXN SMILES: Cl.C1(N2CCN(CC[CH2:16][CH2:17][N:18]3[C:27](=[O:28])[C:26]4[CH:29]=[CH:30][CH:31]=[C:24]5[C:25]=4[C:20](=[CH:21][CH:22]=[CH:23]5)[C:19]3=[O:32])CC2)C=CC=CC=1.[Br:33][CH2:34][CH2:35][CH2:36][CH2:37]Br>>[Br:33][CH2:34][CH2:35][CH2:36][CH2:37][CH2:16][CH2:17][N:18]1[C:19](=[O:32])[C:20]2[CH:21]=[CH:22][CH:23]=[C:24]3[C:25]=2[C:26](=[CH:29][CH:30]=[CH:31]3)[C:27]1=[O:28] |f:0.1|. Procedure details: Following the procedure of part (a) of example 34 but substituting 1,6 -dibromohexane for 1,4-dibromobutane, one obtains 2-(6-bromohexyl)-1H-benz[de]isoquinoline-1,3(2H)-dione; m.p. 95°-96°. Starting materials: CC1=CC(OC(=C1CC1=CC=CC=C1)C)=O (4,6-dimethyl-5-benzyl-2-pyrone), NC1=NC=CC=C1 (2-aminopyridine), Cl.NO (hydroxylamine hydrochloride). Product: ON1C(C=C(C(=C1C)CC1=CC=CC=C1)C)=O (1-hydroxy-4,6-dimethyl-5-benzyl-2-pyridone). Yield: 41.6%. As a reaction SMILES: [CH3:1][C:2]1[C:7]([CH2:8][C:9]2[CH:14]=[CH:13][CH:12]=[CH:11][CH:10]=2)=[C:6]([CH3:15])[O:5][C:4](=O)[CH:3]=1.NC1C=CC=CN=1.Cl.[NH2:25][OH:26]>>[OH:26][N:25]1[C:6]([CH3:15])=[C:7]([CH2:8][C:9]2[CH:14]=[CH:13][CH:12]=[CH:11][CH:10]=2)[C:2]([CH3:1])=[CH:3][C:4]1=[O:5] |f:2.3|. Reported procedure: 2 g of 4,6-dimethyl-5-benzyl-2-pyrone, 4 g of 2-aminopyridine and 0.9 g of hydroxylamine hydrochloride were heated for 5 hours to 80° C. After the usual working up, there were obtained 0.89 g (42 %) of 1-hydroxy-4,6-dimethyl-5-benzyl-2-pyridone melting at 165° C (Calc.: 6.1 % N, found: 6.1 % N). The reactants are C(C)(=O)C(C(=O)OCC)=C(SC)SC (ethyl 2-acetyl-3,3-bis(methylthio)acrylate), CNN (methyl hydrazine). The solvent is C(C)#N (acetonitrile). The product is CN1N=C(C(=C1SC)C(=O)OCC)C (1,3-Dimethyl-4-ethoxycarbonyl-5-methylthiopyrazole). The yield is 59.8%. RXN SMILES: [C:1]([C:4](=[C:10](SC)[S:11][CH3:12])[C:5]([O:7][CH2:8][CH3:9])=[O:6])(=O)[CH3:2].[CH3:15][NH:16][NH2:17]>C(#N)C>[CH3:15][N:16]1[C:10]([S:11][CH3:12])=[C:4]([C:5]([O:7][CH2:8][CH3:9])=[O:6])[C:1]([CH3:2])=[N:17]1. Procedure details: In 50 ml of acetonitrile is dissolved 7.5 g of ethyl 2-acetyl-3,3-bis(methylthio)acrylate. To the solution is added dropwise, while stirring at room temperature (15° C.), 1.8 g of methyl hydrazine over a period of 10 minutes, followed by heating for 7 hours under reflux. After completion of the reaction, the solvent is distilled off under reduced pressure. The residue is purified by means of silica gel column chromatography (eluent, n-hexane:ethyl acetate =4/1 to 2/1) to give 4.1 g of the title ... Starting materials: C1(=CC=CC=C1)C(=C1CCN(CC1)CCCCN1C(C=2C(C1=O)=CC=CC2)=O)C2=CC=CC=C2 (N-[4-(4-diphenylmethylene-1-piperidyl)butyl]phthalimide), O.NN (hydrazine monohydrate), C(C)O (ethanol). Solvent: O (water). Run at time 2 hour. Product: C1(=CC=CC=C1)C(=C1CCN(CC1)CCCCN)C1=CC=CC=C1 (4-(4-diphenylmethylene-1-piperidyl)butylamine). The yield is 123.2%. As a reaction SMILES: [C:1]1([C:7]([C:29]2[CH:34]=[CH:33][CH:32]=[CH:31][CH:30]=2)=[C:8]2[CH2:13][CH2:12][N:11]([CH2:14][CH2:15][CH2:16][CH2:17][N:18]3C(=O)C4=CC=CC=C4C3=O)[CH2:10][CH2:9]2)[CH:6]=[CH:5][CH:4]=[CH:3][CH:2]=1.O.NN.C(O)C>O>[C:1]1([C:7]([C:29]2[CH:34]=[CH:33][CH:32]=[CH:31][CH:30]=2)=[C:8]2[CH2:9][CH2:10][N:11]([CH2:14][CH2:15][CH2:16][CH2:17][NH2:18])[CH2:12][CH2:13]2)[CH:2]=[CH:3][CH:4]=[CH:5][CH:6]=1 |f:1.2|. Procedure: The obtained phthalimide compound (13.7 g) and hydrazine monohydrate (2.5 g) are added to ethanol (34 ml) and the mixture is refluxed with stirring for 2 hours. After cooling, a small amount of water is added to the reaction mixture and the solvent is distilled off under reduced pressure. Chloroform (200 ml) is added to the residue and the insoluble substances are filtered off and washed twice with chloroform (each 50 ml). The filtrate and the washings are combined together, washed with water, d... The reactants are COc1ccc(CCN)cc1, O=[N+]([O-])c1ccc(S(=O)(=O)Cl)cc1, c1ccncc1. The product is COc1ccc(CCNS(=O)(=O)c2ccc([N+](=O)[O-])cc2)cc1. Reaction SMILES: [CH3:14][O:15][c:16]1[cH:17][cH:18][c:19]([CH2:20][CH2:21][NH2:22])[cH:23][cH:24]1.[N+:1](=[O:2])([O-:3])[c:4]1[cH:5][cH:6][c:7]([S:10](=[O:11])(=[O:12])[Cl:13])[cH:8][cH:9]1.[cH:25]1[cH:26][cH:27][n:28][cH:29][cH:30]1>>[N+:1](=[O:2])([O-:3])[c:4]1[cH:5][cH:6][c:7]([S:10](=[O:11])(=[O:12])[NH:22][CH2:21][CH2:20][c:19]2[cH:18][cH:17][c:16]([O:15][CH3:14])[cH:24][cH:23]2)[cH:8][cH:9]1.